This data is from the Open Reaction Database (ORD), a public repository of structured organic reaction records. The task is: describe an organic reaction: reactants, conditions, products, and yield Reactants: CC(C)(C)Nc1ccc(-c2cnc(N)nc2)cc1[N+](=O)[O-], CCO, O=C[O-], [NH4+], [Zn]. The product is CC(C)(C)Nc1ccc(-c2cnc(N)nc2)cc1N. As a reaction SMILES: [C:1]([CH3:2])([CH3:3])([CH3:4])[NH:5][c:6]1[c:7]([N+:19]([O-:20])=[O:21])[cH:8][c:9](-[c:12]2[cH:13][n:14][c:15]([NH2:18])[n:16][cH:17]2)[cH:10][cH:11]1.[CH3:26][CH2:27][OH:28].[CH:22]([O-:23])=[O:24].[NH4+:25].[Zn:29]>>[C:1]([CH3:2])([CH3:3])([CH3:4])[NH:5][c:6]1[c:7]([NH2:19])[cH:8][c:9](-[c:12]2[cH:13][n:14][c:15]([NH2:18])[n:16][cH:17]2)[cH:10][cH:11]1. Reactants: [N+](=O)([O-])C1=CC=C(C(=O)OCCC(CC(CO[N+](=O)[O-])O[N+](=O)[O-])(C)C)C=C1 (3,3-dimethyl-5,6-bis(nitrooxy)hexyl 4-nitrobenzoate), [OH-].[Na+] (NaOH). The solvent is C([O-])(O)=O.[Na+] (sodium bicarbonate), C1CCOC1.CCO (THF EtOH). Conditions: time 3 hour. Product: [N+](=O)(OCC(CC(CCO)(C)C)O[N+](=O)[O-])[O-] (6-hydroxy-4,4-dimethylhexane-1,2-diyl dinitrate). Reaction SMILES: [N+](C1C=CC(C([O:10][CH2:11][CH2:12][C:13]([CH3:26])([CH3:25])[CH2:14][CH:15]([O:21][N+:22]([O-:24])=[O:23])[CH2:16][O:17][N+:18]([O-:20])=[O:19])=O)=CC=1)([O-])=O.[OH-].[Na+]>C1COCC1.CCO.C(=O)(O)[O-].[Na+]>[N+:18]([O-:20])([O:17][CH2:16][CH:15]([O:21][N+:22]([O-:24])=[O:23])[CH2:14][C:13]([CH3:26])([CH3:25])[CH2:12][CH2:11][OH:10])=[O:19] |f:1.2,3.4,5.6|. Reported procedure: To a solution of 3,3-dimethyl-5,6-bis(nitrooxy)hexyl 4-nitrobenzoate (1.9 g, 4.73 mmol) in THF:EtOH 1:1 (12 ml) a aqueous solution of NaOH 3N (3.8 ml, 11.4 mmol) was added and the mixture was stirred at room temperature for 3 hrs. Then the mixture was diluted with a saturated solution of sodium bicarbonate and the product was extracted with EtOAc (3×30 ml). The organic layer was dried over sodium sulfate, filtered and concentrated under reduced pressure, affording the title compound which was us... Starting materials: [Br-], O=C([O-])[O-], Cc1cc(C)cc(S)c1, CCCC[N+](CCCC)(CCCC)CCCC, CS(C)=O, CI, [K+], [K+], O. The product is CSc1cc(C)cc(C)c1. RXN SMILES: [Br-:19].[C:10](=[O:11])([O-:12])[O-:13].[CH3:1][c:2]1[cH:3][c:4]([SH:9])[cH:5][c:6]([CH3:8])[cH:7]1.[CH3:20][CH2:21][CH2:22][CH2:23][N+:24]([CH2:25][CH2:26][CH2:27][CH3:28])([CH2:29][CH2:30][CH2:31][CH3:32])[CH2:33][CH2:34][CH2:35][CH3:36].[CH3:37][S:38]([CH3:39])=[O:40].[I:16][CH3:17].[K+:14].[K+:15].[OH2:18]>>[CH3:1][c:2]1[cH:3][c:4]([S:9][CH3:10])[cH:5][c:6]([CH3:8])[cH:7]1.